Dataset: the Open Reaction Database (ORD), a public repository of structured organic reaction records. Task: describe an organic reaction: reactants, conditions, products, and yield Starting materials: COC1=CC=C(OC2=CC=C(C(=O)N)C=C2)C=C1 (4-(4-Methoxyphenoxy)benzamide), ClCC(=O)Cl (chloroacetyl chloride). Run in C(C)OCC (ethyl ether), CCCCCC (hexane). Reaction conditions: time 1 hour. Product: ClCC(=O)NC(C1=CC=C(C=C1)OC1=CC=C(C=C1)OC)=O (N-(2-Chloroacetyl)-4-(4-methoxyphenoxy)benzamide). As a reaction SMILES: [CH3:1][O:2][C:3]1[CH:18]=[CH:17][C:6]([O:7][C:8]2[CH:16]=[CH:15][C:11]([C:12]([NH2:14])=[O:13])=[CH:10][CH:9]=2)=[CH:5][CH:4]=1.[Cl:19][CH2:20][C:21](Cl)=[O:22]>C(OCC)C.CCCCCC>[Cl:19][CH2:20][C:21]([NH:14][C:12](=[O:13])[C:11]1[CH:15]=[CH:16][C:8]([O:7][C:6]2[CH:17]=[CH:18][C:3]([O:2][CH3:1])=[CH:4][CH:5]=2)=[CH:9][CH:10]=1)=[O:22]. Procedure: 4-(4-Methoxyphenoxy)benzamide (8.34 g, 34.3 mmol) and chloroacetyl chloride (19.4 g, 171 mmol) were heated together at 100° C. for 2 hours. The cooled mixture was diluted with ethyl ether and hexane. After stirring for 1 hour at room temperature the solid was collected yielding 8.98 g of N-(2-chloroacetyl)-4-(4-methoxyphenoxy)benzmide as a light orange solid. MS (m/z, APCI): 320 [M+H]+.